The task is: describe an organic reaction: reactants, conditions, products, and yield. This data is from the Open Reaction Database (ORD), a public repository of structured organic reaction records. Starting materials: [N+](=O)([O-])C1=CC=C(OC(=O)Cl)C=C1 (p-nitrophenoxycarbonylchloride), OCC1=CC=NO1 (5-hydroxymethyisoxazole), CN1CCOCC1 (4-methylmorpholine). Solvent: C(Cl)Cl (methylene chloride), C(Cl)Cl (methylene chloride), C(Cl)Cl (methylene chloride). Run at time 4 hour. The product is [N+](=O)([O-])C1=CC=C(OC(=O)OCC2=CC=NO2)C=C1 (5-(p-Nitrophenoxycarbonyloxymethyl)isoxazole). As a reaction SMILES: [N+:1]([C:4]1[CH:13]=[CH:12][C:7]([O:8][C:9](Cl)=[O:10])=[CH:6][CH:5]=1)([O-:3])=[O:2].[OH:14][CH2:15][C:16]1[O:20][N:19]=[CH:18][CH:17]=1.CN1CCOCC1>C(Cl)Cl>[N+:1]([C:4]1[CH:13]=[CH:12][C:7]([O:8][C:9]([O:14][CH2:15][C:16]2[O:20][N:19]=[CH:18][CH:17]=2)=[O:10])=[CH:6][CH:5]=1)([O-:3])=[O:2]. Procedure details: A 631 mg (2.65 mmol) sample of p-nitrophenoxycarbonylchloride in 2 mL of methylene chloride was added to a solution of 310 mg (3.13 mmol) of 5-hydroxymethyisoxazole and 0.344 mL of 4-methylmorpholine in 2 mL of methylene chloride cooled in an ice bath. The solution was stirred for 4 hours. The mixture was diluted with methylene chloride, which was washed with water, dried and concentrated. The crude product was chromatographed on silica gel, eluting with 2% ethyl acetate in methylene chloride. T... Reactants: FC(C=1C=C(C=C(C1)C(F)(F)F)[C@@H](C)O[C@H]1OCC[C@H]([C@@H]1C1=CC=CC=C1)C=O)(F)F ((2R,3R,4R)-2-[(1R)-1-(3,5-bis(trifluoromethyl)phenyl)ethoxy]-3-phenyl-tetrahydropyran-4-carbaldehyde), OC1CCOC12CCNCC2 (4-hydroxy-1-oxa-8-azaspiro[4.5]decane). Yields the product FC(C=1C=C(C=C(C1)C(F)(F)F)[C@@H](C)O[C@H]1OCC[C@H]([C@@H]1C1=CC=CC=C1)CN1CCC2(C(CCO2)O)CC1)(F)F ((4RS)-8-[(2R,3R,4R)-2-[(1R)-1-(3,5-Bis(trifluoromethyl)phenyl)ethoxy]-3-phenyl-tetrahydropyran-4-yl]methyl-1-oxa-8-azaspiro[4.5]decan-4-ol). Reaction SMILES: [F:1][C:2]([F:31])([F:30])[C:3]1[CH:4]=[C:5]([C@H:13]([O:15][C@@H:16]2[C@@H:21]([C:22]3[CH:27]=[CH:26][CH:25]=[CH:24][CH:23]=3)[C@H:20]([CH:28]=O)[CH2:19][CH2:18][O:17]2)[CH3:14])[CH:6]=[C:7]([C:9]([F:12])([F:11])[F:10])[CH:8]=1.[OH:32][CH:33]1[C:37]2([CH2:42][CH2:41][NH:40][CH2:39][CH2:38]2)[O:36][CH2:35][CH2:34]1>>[F:12][C:9]([F:11])([F:10])[C:7]1[CH:6]=[C:5]([C@H:13]([O:15][C@@H:16]2[C@@H:21]([C:22]3[CH:23]=[CH:24][CH:25]=[CH:26][CH:27]=3)[C@H:20]([CH2:28][N:40]3[CH2:41][CH2:42][C:37]4([O:36][CH2:35][CH2:34][CH:33]4[OH:32])[CH2:38][CH2:39]3)[CH2:19][CH2:18][O:17]2)[CH3:14])[CH:4]=[C:3]([C:2]([F:30])([F:31])[F:1])[CH:8]=1. Procedure: This product was prepared according to the procedure described in Example 2 using (2R,3R,4R)-2-[(1R)-1-(3,5-bis(trifluoromethyl)phenyl)ethoxy]-3-phenyl-tetrahydropyran-4-carbaldehyde (WO 0056727) and 4-hydroxy-1-oxa-8-azaspiro[4.5]decane (Description 20). The reactants are O=C(O)C1Cc2c([nH]c3ccccc23)CN1, CCO, CCCCCC, ClCc1ccc(Cl)cc1, [Na+], [OH-], S=C=S. Product: O=C(O)C1Cc2c([nH]c3ccccc23)CN1C(=S)SCc1ccc(Cl)cc1. Reaction SMILES: [CH2:1]1[NH:2][CH:3]([C:14](=[O:15])[OH:16])[CH2:4][c:5]2[c:6]3[cH:7][cH:8][cH:9][cH:10][c:11]3[nH:12][c:13]21.[CH3:19][CH2:20][OH:21].[CH3:34][CH2:35][CH2:36][CH2:37][CH2:38][CH3:39].[Cl:22][c:23]1[cH:24][cH:25][c:26]([CH2:27][Cl:28])[cH:29][cH:30]1.[Na+:18].[OH-:17].[S:31]=[C:32]=[S:33]>>[CH2:1]1[N:2]([C:32](=[S:31])[S:33][CH2:27][c:26]2[cH:25][cH:24][c:23]([Cl:22])[cH:30][cH:29]2)[CH:3]([C:14](=[O:15])[OH:16])[CH2:4][c:5]2[c:6]3[cH:7][cH:8][cH:9][cH:10][c:11]3[nH:12][c:13]21. Reactants: ClC1=C(C(=O)O)C=C(C=C1)CNC(C(F)(F)F)=O (2-chloro-5-((2,2,2-trifluoroacetamido)methyl)benzoic acid), Cl (HCl). Run in CO (methanol). Yields the product Cl.NCC=1C=CC(=C(C(=O)O)C1)Cl (5-(aminomethyl)-2-chlorobenzoic acid hydrochloride). Procedure: To a solution of 2-chloro-5-((2,2,2-trifluoroacetamido)methyl)benzoic acid (step-1 of Intermediate-26, 10.0 g, 35.50 mmol) in methanol (100 mL) was added conc. HCl (10 mL). The reaction mixture was refluxed for 18 h. The reaction mixture was concentrated and crude reaction mixture was used for next step. RXN SMILES: [Cl:1][C:2]1[CH:10]=[CH:9][C:8]([CH2:11][NH:12]C(=O)C(F)(F)F)=[CH:7][C:3]=1[C:4]([OH:6])=[O:5].Cl>CO>[ClH:1].[NH2:12][CH2:11][C:8]1[CH:9]=[CH:10][C:2]([Cl:1])=[C:3]([CH:7]=1)[C:4]([OH:6])=[O:5] |f:3.4|. As a reaction SMILES: [C:1]([CH3:2])([CH3:3])([CH3:4])[O:5][C:6](=[O:7])[N:8]1[CH2:9][C:10](=[CH:12][c:13]2[n:14]([CH3:40])[c:15]3[n:16][c:17](-[n:28]4[c:29]([CH:37]([CH3:38])[OH:39])[n:30][c:31]5[c:32]4[cH:33][cH:34][cH:35][cH:36]5)[n:18][c:19]([N:22]4[CH2:23][CH2:24][O:25][CH2:26][CH2:27]4)[c:20]3[n:21]2)[CH2:11]1.[CH3:41][CH2:42][O:43][C:44]([CH3:45])=[O:46].[CH3:47][CH2:48][OH:49]>>[C:1]([CH3:2])([CH3:3])([CH3:4])[O:5][C:6](=[O:7])[N:8]1[CH2:9][CH:10]([CH2:12][c:13]2[n:14]([CH3:40])[c:15]3[n:16][c:17](-[n:28]4[c:29]([CH:37]([CH3:38])[OH:39])[n:30][c:31]5[c:32]4[cH:33][cH:34][cH:35][cH:36]5)[n:18][c:19]([N:22]4[CH2:23][CH2:24][O:25][CH2:26][CH2:27]4)[c:20]3[n:21]2)[CH2:11]1. The product is CC(O)c1nc2ccccc2n1-c1nc(N2CCOCC2)c2nc(CC3CN(C(=O)OC(C)(C)C)C3)n(C)c2n1. Starting materials: CC(O)c1nc2ccccc2n1-c1nc(N2CCOCC2)c2nc(C=C3CN(C(=O)OC(C)(C)C)C3)n(C)c2n1, CCOC(C)=O, CCO. The reagents and catalysts are [Ti](Cl)(Cl)(Cl)Cl (titanium(IV) chloride). Conditions: time 30 minute. Starting materials: ClC(C(=O)OCC)=O (ethyl chlorooxoacetate), ClC1=CC=C2C=C(N(C2=C1)C)C(=O)OCC (ethyl 6-chloro-1-methyl-1H-indole-2-carboxylate), ClCCl (dichloromethane), O (water). Procedure details: 4 ml (36.4 mmol) of titanium(IV) chloride are added to a solution of 4 ml (36 mmol) of ethyl chlorooxoacetate in 100 ml of 1,2-dichloroethane. The reaction mixture is stirred for 30 min at room temperature, 7.8 g (32.8 mmol) of ethyl 6-chloro-1-methyl-1H-indole-2-carboxylate are then added and the reaction mixture is stirred for 4 hours at room temperature. The mixture is cooled and 200 ml of dichloromethane and 100 ml of water are added. The organic phase is separated by settling, washed with w... Solvent: ClCCCl (1,2-dichloroethane). The yield is 84.5%. As a reaction SMILES: Cl[C:2](=[O:8])[C:3]([O:5][CH2:6][CH3:7])=[O:4].[Cl:9][C:10]1[CH:18]=[C:17]2[C:13]([CH:14]=[C:15]([C:20]([O:22][CH2:23][CH3:24])=[O:21])[N:16]2[CH3:19])=[CH:12][CH:11]=1.ClCCl.O>ClCCCl.[Ti](Cl)(Cl)(Cl)Cl>[Cl:9][C:10]1[CH:18]=[C:17]2[C:13]([C:14]([C:2](=[O:8])[C:3]([O:5][CH2:6][CH3:7])=[O:4])=[C:15]([C:20]([O:22][CH2:23][CH3:24])=[O:21])[N:16]2[CH3:19])=[CH:12][CH:11]=1. Product: ClC1=CC=C2C(=C(N(C2=C1)C)C(=O)OCC)C(C(=O)OCC)=O (Ethyl 6-chloro-2-(ethoxycarbonyl)-1-methyl-α-oxo-1H-indole-3-acetate).